Task: describe an organic reaction: reactants, conditions, products, and yield. Dataset: the Open Reaction Database (ORD), a public repository of structured organic reaction records Reactants: ClC1=NC=CC(=N1)CC(=O)C=1C(=C(C=CC1)NC(OCC=C)=O)F (2-propen-1-yl {3-[(2-chloro-4-pyrimidinyl)acetyl]-2-fluorophenyl}carbamate), C1CC(=O)N(C1=O)Br (NBS), NC(=S)C1(CCN(CC1)C(=O)OC(C)(C)C)C (1,1-Dimethylethyl 4-(aminocarbonothioyl)-4-methyl-1-piperidinecarboxylate). Run in CN(C(C)=O)C (N,N-dimethylacetamide). Reaction conditions: temperature 80 celsius, time 1.5 hour. The product is ClC1=NC=CC(=N1)C1=C(N=C(S1)C1(CCN(CC1)C(=O)OC(C)(C)C)C)C1=C(C(=CC=C1)NC(=O)OCC=C)F (1,1-dimethylethyl 4-[5-(2-chloro-4-pyrimidinyl)-4-(2-fluoro-3-{[(2-propen-1-yloxy)carbonyl]amino}phenyl)-1,3-thiazol-2-yl]-4-methyl-1-piperidinecarboxylate). Yield: 54.0%. Reaction SMILES: [Cl:1][C:2]1[N:7]=[C:6]([CH2:8][C:9]([C:11]2[C:12]([F:24])=[C:13]([NH:17][C:18](=[O:23])[O:19][CH2:20][CH:21]=[CH2:22])[CH:14]=[CH:15][CH:16]=2)=O)[CH:5]=[CH:4][N:3]=1.C1C(=O)N(Br)C(=O)C1.[NH2:33][C:34]([C:36]1([CH3:49])[CH2:41][CH2:40][N:39]([C:42]([O:44][C:45]([CH3:48])([CH3:47])[CH3:46])=[O:43])[CH2:38][CH2:37]1)=[S:35]>CN(C)C(=O)C>[Cl:1][C:2]1[N:7]=[C:6]([C:8]2[S:35][C:34]([C:36]3([CH3:49])[CH2:41][CH2:40][N:39]([C:42]([O:44][C:45]([CH3:48])([CH3:47])[CH3:46])=[O:43])[CH2:38][CH2:37]3)=[N:33][C:9]=2[C:11]2[CH:16]=[CH:15][CH:14]=[C:13]([NH:17][C:18]([O:19][CH2:20][CH:21]=[CH2:22])=[O:23])[C:12]=2[F:24])[CH:5]=[CH:4][N:3]=1. Procedure: To a solution of 2-propen-1-yl {3-[(2-chloro-4-pyrimidinyl)acetyl]-2-fluorophenyl}carbamate (0.738 g, 2.110 mmol) in N,N-dimethylacetamide (8 mL) was added NBS (0.376 g, 2.110 mmol), and the reaction mixture was stirred for 1.5 h. 1,1-Dimethylethyl 4-(aminocarbonothioyl)-4-methyl-1-piperidinecarboxylate (0.545 g, 2.110 mmol) was added and the mixture was heated to 80° C. for 30 min. The reaction mixture was cooled, quenched with water (20 mL), and extracted with EtOAc (3×). The extract was dried... The reactants are FB(F)F, O=C([O-])O, CC1(O)C(OCc2ccccc2)CC(=O)N1Cc1ccccc1, CC[SiH](CC)CC, CCOCC, ClCCl, [Na+]. The product is CC1C(OCc2ccccc2)CC(=O)N1Cc1ccccc1. RXN SMILES: [B:36]([F:37])([F:38])[F:39].[C:40](=[O:41])([O-:42])[OH:43].[CH2:1]([c:2]1[cH:3][cH:4][cH:5][cH:6][cH:7]1)[N:8]1[C:9](=[O:23])[CH2:10][CH:11]([O:15][CH2:16][c:17]2[cH:18][cH:19][cH:20][cH:21][cH:22]2)[C:12]1([CH3:13])[OH:14].[CH2:24]([SiH:25]([CH2:26][CH3:27])[CH2:28][CH3:29])[CH3:30].[CH2:31]([O:32][CH2:33][CH3:34])[CH3:35].[Cl:45][CH2:46][Cl:47].[Na+:44]>>[CH2:1]([c:2]1[cH:3][cH:4][cH:5][cH:6][cH:7]1)[N:8]1[C:9](=[O:23])[CH2:10][CH:11]([O:15][CH2:16][c:17]2[cH:18][cH:19][cH:20][cH:21][cH:22]2)[CH:12]1[CH3:13]. The reactants are O (water), ClC=1C=CC(=C(C1)N)[N+](=O)[O-] (5-chloro-2-nitro-phenylamine), C(C)(C)(C)OC(=O)N1CCNCC1 (piperazine-1-carboxylic acid tert-butyl ester), 1,4-diazo-bicyclo[2.2.2]octane. Solvent: CS(=O)C (DMSO). Reaction conditions: temperature 150 celsius. Yields the product C(C)(C)(C)OC(=O)N1CCN(CC1)C1=CC(=C(C=C1)[N+](=O)[O-])N (4-(3-Amino-4-nitro-phenyl)-piperazine-1-carboxylic acid tert-butyl ester). Reaction SMILES: Cl[C:2]1[CH:3]=[CH:4][C:5]([N+:9]([O-:11])=[O:10])=[C:6]([NH2:8])[CH:7]=1.[C:12]([O:16][C:17]([N:19]1[CH2:24][CH2:23][NH:22][CH2:21][CH2:20]1)=[O:18])([CH3:15])([CH3:14])[CH3:13].O>CS(C)=O>[C:12]([O:16][C:17]([N:19]1[CH2:24][CH2:23][N:22]([C:2]2[CH:3]=[CH:4][C:5]([N+:9]([O-:11])=[O:10])=[C:6]([NH2:8])[CH:7]=2)[CH2:21][CH2:20]1)=[O:18])([CH3:15])([CH3:13])[CH3:14]. Procedure: A mixture of 2 g (11.6 mmol) 5-chloro-2-nitro-phenylamine, 2.14 g (11.6 mmol) piperazine-1-carboxylic acid tert-butyl ester and 1.3 g (11.6 mmol) 1,4-diazo-bicyclo[2.2.2]octane in 20 ml DMSO was heated to 150° C. for 16 h. The mixture was poured onto 200 ml water and extracted with 250 ml ethyl acetate. The emulsion was filtered through decalite and the aqueous phase was extracted with 2×200 ml. The combined organic phases were washed with 2×100 ml water, dried with MgSO4 and evaporated to dryne...